describe an organic reaction: reactants, conditions, products, and yield From a dataset of the Open Reaction Database (ORD), a public repository of structured organic reaction records. Starting materials: COC1=CC=C(CN2N=C(C=3C2=NC=C(C3)C=3C=C(C=CC3)S(=O)(=O)N(C)C)C)C=C1 (3-(1-(4-methoxybenzyl)-3-methyl-1H-pyrazolo[3,4-b]pyridin-5-yl)-N,N-dimethyl benzenesulfonamide), FC(C(=O)O)(F)F (trifluoroacetic acid). The solvent is C(Cl)(Cl)Cl (chloroform). Run at temperature 50 celsius. The product is CN(S(=O)(=O)C1=CC(=CC=C1)C=1C=C2C(=NC1)NN=C2C)C (N,N-dimethyl-3-(3-methyl-1H-pyrazolo[3,4-b]pyridin-5-yl)benzenesulfonamide). RXN SMILES: COC1C=CC(C[N:8]2[C:12]3=[N:13][CH:14]=[C:15]([C:17]4[CH:18]=[C:19]([S:23]([N:26]([CH3:28])[CH3:27])(=[O:25])=[O:24])[CH:20]=[CH:21][CH:22]=4)[CH:16]=[C:11]3[C:10]([CH3:29])=[N:9]2)=CC=1.FC(F)(F)C(O)=O>C(Cl)(Cl)Cl>[CH3:27][N:26]([CH3:28])[S:23]([C:19]1[CH:20]=[CH:21][CH:22]=[C:17]([C:15]2[CH:16]=[C:11]3[C:10]([CH3:29])=[N:9][NH:8][C:12]3=[N:13][CH:14]=2)[CH:18]=1)(=[O:24])=[O:25]. Procedure: To a solution of 3-(1-(4-methoxybenzyl)-3-methyl-1H-pyrazolo[3,4-b]pyridin-5-yl)-N,N-dimethylbenzene-sulfonamide (110) (50 mg, 0.114 mmol) dissolved in chloroform (10 mL) was added trifluoroacetic acid (5 mL) and the reaction mixture was heated at 50° C. for 12 h. After completion of the reaction the solvents were removed and diluted with cold water, pH was adjusted to 8 and the aqueous phase extracted with chloroform two times. The organic layer was washed with brine solution and dried over sod... The reactants are ClCCl, C=C(C)COCOC, O=C(OO)c1cccc(Cl)c1, [Na+], O, O=C([O-])O. Yields the product COCOCC1(C)CO1. RXN SMILES: [CH2:26]([Cl:27])[Cl:28].[CH3:12][O:13][CH2:14][O:15][CH2:16][C:17](=[CH2:18])[CH3:19].[Cl:1][c:2]1[cH:3][cH:4][cH:5][c:6]([C:7]([O:8][OH:10])=[O:9])[cH:11]1.[Na+:20].[OH2:25].[OH:21][C:22](=[O:23])[O-:24]>>[O:9]1[C:17]([CH2:16][O:15][CH2:14][O:13][CH3:12])([CH3:19])[CH2:18]1.